From a dataset of the Open Reaction Database (ORD), a public repository of structured organic reaction records. describe an organic reaction: reactants, conditions, products, and yield The reactants are OBO, O=S(=O)(c1ccccc1)c1ccc(Br)cc1Cl, COc1ccc(F)cc1. The product is COc1ccc(F)cc1-c1ccc(S(=O)(=O)c2ccccc2)c(Cl)c1. As a reaction SMILES: [BH:18]([OH:19])[OH:20].[Br:1][c:2]1[cH:3][c:4]([Cl:17])[c:5]([S:8](=[O:9])(=[O:10])[c:11]2[cH:12][cH:13][cH:14][cH:15][cH:16]2)[cH:6][cH:7]1.[F:21][c:22]1[cH:23][cH:24][c:25]([O:28][CH3:29])[cH:26][cH:27]1>>[c:2]1(-[c:24]2[cH:23][c:22]([F:21])[cH:27][cH:26][c:25]2[O:28][CH3:29])[cH:3][c:4]([Cl:17])[c:5]([S:8](=[O:9])(=[O:10])[c:11]2[cH:12][cH:13][cH:14][cH:15][cH:16]2)[cH:6][cH:7]1.